describe an organic reaction: reactants, conditions, products, and yield From a dataset of the Open Reaction Database (ORD), a public repository of structured organic reaction records. Reactants: CC=1SC(=CC1C1=NC=2C(NC(=NC2)C2CC(NCC2)C)=C1)C (2,5-dimethyl-3-(2-methyl-4-piperidyl pyrrolo[4,5-d]pyrimidin-6-yl)thiophene), CCOC(=O)C (EtOAc), Cl (HCl). The solvent is CO (MeOH). Product: O.Cl.CC=1SC(=CC1C1=NC=2C(NC(=NC2)C2CC(NCC2)C)=C1)C (2,5-Dimethyl-3-(2-methyl-4-piperidylpyrrolo[4,5-d]pyrimidin-6-yl)thiophene Hydrochloride Hydrate). Yield: 60.0%. As a reaction SMILES: [CH3:1][C:2]1[S:3][C:4]([CH3:23])=[CH:5][C:6]=1[C:7]1[CH:22]=[C:10]2[NH:11][C:12]([CH:15]3[CH2:20][CH2:19][NH:18][CH:17]([CH3:21])[CH2:16]3)=[N:13][CH:14]=[C:9]2[N:8]=1.CC[O:26]C(C)=O.[ClH:30]>CO>[OH2:26].[ClH:30].[CH3:1][C:2]1[S:3][C:4]([CH3:23])=[CH:5][C:6]=1[C:7]1[CH:22]=[C:10]2[NH:11][C:12]([CH:15]3[CH2:20][CH2:19][NH:18][CH:17]([CH3:21])[CH2:16]3)=[N:13][CH:14]=[C:9]2[N:8]=1 |f:4.5.6|. Procedure: Using the method described in Example 30 by employing 2,5-dimethyl-3-(1-pyrrolidinylvinyl) thiophene (freshly prepared before use) (1.40 g, 6.76 mmol), 2-methyl-4,6-dichloro-5-nitropyrimidine (Example 76(b)) (1.40 g, 6.76 mmol), N,N-diisopropyl ethyl amine (Aldrich Chemical Company) (1.2 mL, 6.76 mmol), piperidine (Aldrich Chemical Company) (1.1 mL, 10.8 mmol), NEt3 (Aldrich Chemical Company) (1.0 mL) and SnCl2 (20 mL of a 2M solution in DMF). The residue was purified by flash chromatography on ... Reactants: C(=O)([O-])[O-].[Cs+].[Cs+] (Cs2CO3), ClC1=C(C=CC(=C1)F)C1=NN=C(S1)N(C1CC(NC(C1)(C)C)(C)C)C (5-(2-chloro-4-fluorophenyl)-N-methyl-N-(2,2,6,6-tetramethylpiperidin-4-yl)-1,3,4-thiadiazol-2-amine), N1N=CC=C1 (1H-pyrazole). Solvent: CN(C)C=O (DMF), C(Cl)Cl (DCM). Run at time 4 day. Yields the product ClC1=C(C=CC(=C1)N1N=CC=C1)C1=NN=C(S1)N(C1CC(NC(C1)(C)C)(C)C)C (5-(2-Chloro-4-(1H-pyrazol-1-yl)phenyl)-N-methyl-N-(2,2,6,6-tetramethylpiperidin-4-yl)-1,3,4-thiadiazol-2-amine), solid. Yield: 66.0%. Reaction SMILES: C([O-])([O-])=O.[Cs+].[Cs+].[Cl:7][C:8]1[CH:13]=[C:12](F)[CH:11]=[CH:10][C:9]=1[C:15]1[S:19][C:18]([N:20]([CH3:31])[CH:21]2[CH2:26][C:25]([CH3:28])([CH3:27])[NH:24][C:23]([CH3:30])([CH3:29])[CH2:22]2)=[N:17][N:16]=1.[NH:32]1[CH:36]=[CH:35][CH:34]=[N:33]1>CN(C=O)C.C(Cl)Cl>[Cl:7][C:8]1[CH:13]=[C:12]([N:32]2[CH:36]=[CH:35][CH:34]=[N:33]2)[CH:11]=[CH:10][C:9]=1[C:15]1[S:19][C:18]([N:20]([CH3:31])[CH:21]2[CH2:26][C:25]([CH3:28])([CH3:27])[NH:24][C:23]([CH3:30])([CH3:29])[CH2:22]2)=[N:17][N:16]=1 |f:0.1.2|. Procedure details: Cs2CO3 (128 mg, 0.392 mmol) was added to a stirred solution of 5-(2-chloro-4-fluorophenyl)-N-methyl-N-(2,2,6,6-tetramethylpiperidin-4-yl)-1,3,4-thiadiazol-2-amine (50 mg, 0.131 mmol) and 1H-pyrazole (13 mg, 0.196 mmol) in DMF (1.3 mL). The reaction mixture was stirred at room temperature for 4 days then warmed to 60° C. and stirred for an additional 18 hours. The reaction mixture was diluted with DCM (10 mL), filtered through celite, and the DCM was removed in vacuo to afford the crude product a... Reactants: CC1(C)OCC(CO)(c2ccc(F)c(F)c2)CO1, CO, O. Product: OCC(CO)(CO)c1ccc(F)c(F)c1. RXN SMILES: [CH3:1][C:2]1([CH3:18])[O:3][CH2:4][C:5]([CH2:8][OH:9])([c:10]2[cH:11][c:12]([F:17])[c:13]([F:16])[cH:14][cH:15]2)[CH2:6][O:7]1.[CH3:20][OH:21].[OH2:19]>>[OH:3][CH2:4][C:5]([CH2:6][OH:7])([CH2:8][OH:9])[c:10]1[cH:11][c:12]([F:17])[c:13]([F:16])[cH:14][cH:15]1. Reactants: ICC1=CC=C(C(=O)[O-])C=C1 (4-iodomethylbenzoate), OC1=NC=CC=C1 (2-hydroxypyridine), C([O-])([O-])=O.[Cs+].[Cs+] (cesium carbonate), [Li+].[OH-] (LiOH), S(=O)(Cl)Cl (thionyl chloride). The reagents and catalysts are [Cu]I (CuI). Run in C1CCOC1 (THF), O (water), ClCCl (dichloromethane), CN(C)C=O (DMF). Run at temperature 100 celsius, time 8 hour. The product is O=C1N(C=CC=C1)C1=CC=C(C(=O)Cl)C=C1 (4-(2-oxo-pyridin-1-yl)-benzoyl chloride). Reaction SMILES: IC[C:3]1[CH:11]=[CH:10][C:6]([C:7]([O-:9])=O)=[CH:5][CH:4]=1.[OH:12][C:13]1[CH:18]=[CH:17][CH:16]=[CH:15][N:14]=1.C(=O)([O-])[O-].[Cs+].[Cs+].[Li+].[OH-].S(Cl)([Cl:29])=O>C1COCC1.ClCCl.[Cu]I.CN(C=O)C.O>[O:12]=[C:13]1[CH:18]=[CH:17][CH:16]=[CH:15][N:14]1[C:3]1[CH:4]=[CH:5][C:6]([C:7]([Cl:29])=[O:9])=[CH:10][CH:11]=1 |f:2.3.4,5.6|. Procedure details: Part A. To a solution of 4-iodomethylbenzoate is added 2-hydroxypyridine (1 eq), cesium carbonate (1.5 eq) followed by catalytic CuI. The reaction mixture is heated at 100° C. overnight, cooled, and quenched with water. The organics are extracted with ethyl acetate, dried, and evaporated to afford crude product which is purified via silica gel column chromatography (hexane:ethylacetate) to afford the coupled product. Part B. To the product from part A in THF is added LiOH (excess of 1 eq) and wa... Reactants: ClC1=CC(=C(C=O)C=C1)F (4-chloro-2-fluoro-benzaldehyde), N1C[C@@H](CC1)NC(OC(C)(C)C)=O ((R)-tert-butyl pyrrolidin-3-ylcarbamate). Product: ClC=1C=CC(=C(C1)N1C[C@@H](CC1)NC(OC(C)(C)C)=O)C=O ((R)-tert-butyl (1-(5-chloro-2-formylphenyl)pyrrolidin-3-yl)carbamate). Reaction SMILES: [Cl:1][C:2]1[CH:9]=[CH:8][C:5]([CH:6]=[O:7])=[C:4](F)[CH:3]=1.[NH:11]1[CH2:15][CH2:14][C@@H:13]([NH:16][C:17](=[O:23])[O:18][C:19]([CH3:22])([CH3:21])[CH3:20])[CH2:12]1>>[Cl:1][C:2]1[CH:9]=[CH:8][C:5]([CH:6]=[O:7])=[C:4]([N:11]2[CH2:15][CH2:14][C@@H:13]([NH:16][C:17](=[O:23])[O:18][C:19]([CH3:21])([CH3:20])[CH3:22])[CH2:12]2)[CH:3]=1. Reported procedure: The title compound was prepared from 4-chloro-2-fluoro-benzaldehyde and (R)-tert-butyl pyrrolidin-3-ylcarbamate as described in Example 70, Step 1 (30.0 mg, 81%). 1H NMR 400 MHz (CDCl3) δ 9.98 (s, 1H), 7.63 (d, J=8.3 Hz, 1H), 6.89-6.79 (m, 2H), 4.77 (s, 1H), 3.57 (dd, J=10.7, 6.0 Hz, 2H), 3.34 (s, 1H), 3.25-3.18 (m, 1H), 2.28 (td, J=12.9, 7.0 Hz, 1H), 2.00 (td, J=12.5, 6.4 Hz, 2H), 1.46 (s, 9H). LCMS (ESI, an/z): 325 [M+H]+. Starting materials: BrCC1=CC2=CC=CC=C2C=C1 (2-bromomethyl naphthalene), C(CCCCC)(=O)C=1C=C(C=CC1)O (3-hexanoylphenol), C([O-])([O-])=O.[K+].[K+] (potassium carbonate). Reagents/catalysts: [I-].[K+] (potassium iodide). Run in CC(=O)C (acetone). Product: C(CCCCC)(=O)C=1C=C(OCC2=CC3=CC=CC=C3C=C2)C=CC1 (2-(3-Hexanoylphenoxy)methyl naphthalene). The yield is 57.9%. As a reaction SMILES: Br[CH2:2][C:3]1[CH:12]=[CH:11][C:10]2[C:5](=[CH:6][CH:7]=[CH:8][CH:9]=2)[CH:4]=1.[C:13]([C:20]1[CH:21]=[C:22]([OH:26])[CH:23]=[CH:24][CH:25]=1)(=[O:19])[CH2:14][CH2:15][CH2:16][CH2:17][CH3:18].C(=O)([O-])[O-].[K+].[K+]>CC(C)=O.[I-].[K+]>[C:13]([C:20]1[CH:21]=[C:22]([CH:23]=[CH:24][CH:25]=1)[O:26][CH2:2][C:3]1[CH:12]=[CH:11][C:10]2[C:5](=[CH:6][CH:7]=[CH:8][CH:9]=2)[CH:4]=1)(=[O:19])[CH2:14][CH2:15][CH2:16][CH2:17][CH3:18] |f:2.3.4,6.7|. Procedure: A mixture containing 2-bromomethyl naphthalene (3.0 g, 13.5 mmol), 3-hexanoylphenol (2.6 g, 13.5 mmol), powdered potassium carbonate (19.0 g, 135 mmol) and potassium iodide (0.1 g) in dry acetone (100 ml) was refluxed for two days. Most of the solvent was removed after filtering off the solid residue. The oil was purified by chromatography on silica gel using a 5% ethylacetate in hexane solution as eluent to leave the desined product as a clear, colorless liquid (2.6 g).